describe an organic reaction: reactants, conditions, products, and yield From a dataset of the Open Reaction Database (ORD), a public repository of structured organic reaction records. Starting materials: O=C([O-])[O-], CC(C)=O, O=C(Cl)CCl, Cc1cccc(OC(F)F)c1N, [K+], [K+]. Yields the product Cc1cccc(OC(F)F)c1NC(=O)CCl. Reaction SMILES: [C:13](=[O:14])([O-:15])[O-:16].[CH3:24][C:25](=[O:26])[CH3:27].[Cl:19][CH2:20][C:21](=[O:22])[Cl:23].[F:1][CH:2]([O:3][c:4]1[c:5]([NH2:6])[c:7]([CH3:11])[cH:8][cH:9][cH:10]1)[F:12].[K+:17].[K+:18]>>[F:1][CH:2]([O:3][c:4]1[c:5]([NH:6][C:21]([CH2:20][Cl:19])=[O:22])[c:7]([CH3:11])[cH:8][cH:9][cH:10]1)[F:12].